From a dataset of the Open Reaction Database (ORD), a public repository of structured organic reaction records. describe an organic reaction: reactants, conditions, products, and yield Reactants: OC1CN(C1)C1=NC=C(C(=O)N)C=C1 (6-(3-hydroxyazetidin-1-yl)nicotinamide), C(OC1=CC=C(C=C1)[N+](=O)[O-])(=O)Cl (4-nitrophenyl carbonochloridate). Run in C(Cl)Cl (DCM). Reaction conditions: time 24 hour. The product is C(OC1CN(C1)C1=NC=C(C=C1)C(N)=O)(OC1=CC=C(C=C1)[N+](=O)[O-])=O (1-(5-carbamoylpyridin-2-yl)-azetidin-3-yl 4-nitrophenyl carbonate). Isolated yield 10.0%. Reaction SMILES: [OH:1][CH:2]1[CH2:5][N:4]([C:6]2[CH:14]=[CH:13][C:9]([C:10]([NH2:12])=[O:11])=[CH:8][N:7]=2)[CH2:3]1.[C:15](Cl)(=[O:26])[O:16][C:17]1[CH:22]=[CH:21][C:20]([N+:23]([O-:25])=[O:24])=[CH:19][CH:18]=1>C(Cl)Cl>[C:15](=[O:26])([O:16][C:17]1[CH:18]=[CH:19][C:20]([N+:23]([O-:25])=[O:24])=[CH:21][CH:22]=1)[O:1][CH:2]1[CH2:5][N:4]([C:6]2[CH:14]=[CH:13][C:9]([C:10](=[O:11])[NH2:12])=[CH:8][N:7]=2)[CH2:3]1. Reported procedure: To a solution of 6-(3-hydroxyazetidin-1-yl)nicotinamide (0.19 g, 1 mmol) in DCM (5 mL) under nitrogen was added 4-nitrophenyl carbonochloridate (0.20 g, 1 mmol). The resulting solution was stirred under N2 at room temperature for 24 h. The reaction mixture was then filtered and the filter cake was washed with DCM. The combined filtrates were concentrated to afford the title compound (36 mg, 10%) as a yellow liquid. [LCMS RtA=1.71 min, [M+H]+=359.0]. Reactants: O=C=NC1CC(=O)c2ccccc2C1, OCc1ccccc1, c1ccncc1, c1ccccc1. Product: O=C(NC1CC(=O)c2ccccc2C1)OCc1ccccc1. Reaction SMILES: [N:1](=[C:2]=[O:3])[CH:4]1[CH2:5][C:6](=[O:14])[c:7]2[cH:8][cH:9][cH:10][cH:11][c:12]2[CH2:13]1.[OH:15][CH2:16][c:17]1[cH:18][cH:19][cH:20][cH:21][cH:22]1.[cH:23]1[cH:24][cH:25][n:26][cH:27][cH:28]1.[cH:29]1[cH:30][cH:31][cH:32][cH:33][cH:34]1>>[NH:1]([C:2](=[O:3])[O:15][CH2:16][c:17]1[cH:18][cH:19][cH:20][cH:21][cH:22]1)[CH:4]1[CH2:5][C:6](=[O:14])[c:7]2[cH:8][cH:9][cH:10][cH:11][c:12]2[CH2:13]1. The reactants are CC(=O)NBr, ClCCl, Clc1ncnc2[nH]ccc12, O. Yields the product Clc1ncnc2[nH]cc(Br)c12. Reaction SMILES: [Br:11][NH:12][C:13](=[O:14])[CH3:15].[Cl:17][CH2:18][Cl:19].[Cl:1][c:2]1[c:3]2[c:4]([n:5][cH:6][n:7]1)[nH:8][cH:9][cH:10]2.[OH2:16]>>[Cl:1][c:2]1[c:3]2[c:4]([n:5][cH:6][n:7]1)[nH:8][cH:9][c:10]2[Br:11]. Reaction SMILES: [CH2:41]1[O:42][CH2:43][CH2:44][CH2:45]1.[Cl:24][c:25]1[c:26](-[c:32]2[n:33][o:34][c:35]([CH3:40])[c:36]2[C:37](=[O:38])[Cl:39])[c:27]([Cl:31])[cH:28][cH:29][cH:30]1.[NH2:1][CH2:2][CH2:3][CH2:4][CH2:5][N:6]1[CH2:7][CH2:8][CH:9]([c:12]2[cH:13][c:14]([NH:18][C:19]([CH:20]([CH3:21])[CH3:22])=[O:23])[cH:15][cH:16][cH:17]2)[CH2:10][CH2:11]1>>[NH:1]([CH2:2][CH2:3][CH2:4][CH2:5][N:6]1[CH2:7][CH2:8][CH:9]([c:12]2[cH:13][c:14]([NH:18][C:19]([CH:20]([CH3:21])[CH3:22])=[O:23])[cH:15][cH:16][cH:17]2)[CH2:10][CH2:11]1)[C:37]([c:36]1[c:32](-[c:26]2[c:25]([Cl:24])[cH:30][cH:29][cH:28][c:27]2[Cl:31])[n:33][o:34][c:35]1[CH3:40])=[O:38]. Product: Cc1onc(-c2c(Cl)cccc2Cl)c1C(=O)NCCCCN1CCC(c2cccc(NC(=O)C(C)C)c2)CC1. Reactants: C1CCOC1, Cc1onc(-c2c(Cl)cccc2Cl)c1C(=O)Cl, CC(C)C(=O)Nc1cccc(C2CCN(CCCCN)CC2)c1. Reactants: [Li]CCCC, C1CCOC1, CCOC(C)=O, COC1=NC(C(C)C)C(OC)=NC1, FC(F)(F)CCI. The product is COC1=NC(C(C)C)C(OC)=NC1CCC(F)(F)F. Reaction SMILES: [CH2:14]([Li:15])[CH2:16][CH2:17][CH3:18].[CH2:26]1[O:27][CH2:28][CH2:29][CH2:30]1.[CH3:31][CH2:32][O:33][C:34](=[O:35])[CH3:36].[CH:1]([CH3:2])([CH3:3])[CH:4]1[N:5]=[C:6]([O:12][CH3:13])[CH2:7][N:8]=[C:9]1[O:10][CH3:11].[I:19][CH2:20][CH2:21][C:22]([F:23])([F:24])[F:25]>>[CH:1]([CH3:2])([CH3:3])[CH:4]1[N:5]=[C:6]([O:12][CH3:13])[CH:7]([CH2:20][CH2:21][C:22]([F:23])([F:24])[F:25])[N:8]=[C:9]1[O:10][CH3:11]. Starting materials: CCOC(=O)c1ccc(Nc2cc3c(cc2C)C(C)(C)CC=C3C(C)(C)C)cc1, CC=O. The product is CCOC(=O)c1ccc(Nc2cc3c(cc2C)C(C)(C)CC=C3CC)cc1. As a reaction SMILES: [C:1]([CH3:2])([CH3:3])([CH3:4])[C:5]1=[CH:6][CH2:7][C:8]([CH3:28])([CH3:29])[c:9]2[cH:10][c:11]([CH3:27])[c:12]([NH:15][c:16]3[cH:17][cH:18][c:19]([C:20](=[O:21])[O:22][CH2:23][CH3:24])[cH:25][cH:26]3)[cH:13][c:14]21.[CH:30](=[O:31])[CH3:32]>>[CH2:1]([CH3:2])[C:5]1=[CH:6][CH2:7][C:8]([CH3:28])([CH3:29])[c:9]2[cH:10][c:11]([CH3:27])[c:12]([NH:15][c:16]3[cH:17][cH:18][c:19]([C:20](=[O:21])[O:22][CH2:23][CH3:24])[cH:25][cH:26]3)[cH:13][c:14]21. Starting materials: O[C@@H](CNC(=O)C=1N=NC(=CC1)Cl)C1=CC=CC=C1 ((R)-6-chloropyridazine-3-carboxylic acid (2-hydroxy-2-phenylethyl)amide), N1(CCNCC1)C(=O)C1=C(C=CC=C1)C(F)(F)F (piperazin-1-yl-(2-trifluoromethylphenyl)methanone). Yields the product O[C@@H](CNC(=O)C=1N=NC(=CC1)N1CCN(CC1)C(C1=C(C=CC=C1)C(F)(F)F)=O)C1=CC=CC=C1 ((R)-6-[4-(2-TRIFLUOROMETHYLBENZOYL)PIPERAZIN-1-YL]PYRIDAZINE-3-CARBOXYLIC ACID (2-HYDROXY-2-PHENYLETHYL)AMIDE), powder. Isolated yield 64.5%. RXN SMILES: [OH:1][C@H:2]([C:14]1[CH:19]=[CH:18][CH:17]=[CH:16][CH:15]=1)[CH2:3][NH:4][C:5]([C:7]1[N:8]=[N:9][C:10](Cl)=[CH:11][CH:12]=1)=[O:6].[N:20]1([C:26]([C:28]2[CH:33]=[CH:32][CH:31]=[CH:30][C:29]=2[C:34]([F:37])([F:36])[F:35])=[O:27])[CH2:25][CH2:24][NH:23][CH2:22][CH2:21]1>>[OH:1][C@H:2]([C:14]1[CH:19]=[CH:18][CH:17]=[CH:16][CH:15]=1)[CH2:3][NH:4][C:5]([C:7]1[N:8]=[N:9][C:10]([N:23]2[CH2:24][CH2:25][N:20]([C:26](=[O:27])[C:28]3[CH:33]=[CH:32][CH:31]=[CH:30][C:29]=3[C:34]([F:37])([F:35])[F:36])[CH2:21][CH2:22]2)=[CH:11][CH:12]=1)=[O:6]. Reported procedure: Following the procedure of Example 15, making variations only as required to use (R)-6-chloropyridazine-3-carboxylic acid (2-hydroxy-2-phenylethyl)amide in place of 6-chloropyridazine-3-carboxylic acid (2-cyclopropyl-2-hydroxyethyl)amide to react with piperazin-1-yl-(2-trifluoromethylphenyl)methanone, the title compound was obtained as a white powder (64.5% yield). 1H NMR (500 MHz, CDCl3) δ 8.28, 8.05, 7.76, 7.64, 7.58, 7.44-7.32, 7.29, 7.00, 4.96, 4.08, 3.92-3.68, 3.61, 3.36. The reactants are ClC=1C=C(C=CC1OCC1=CC(=CC=C1)F)NC=1C2=C(N=CN1)C=CN2CCCCl (N-{3-Chloro-4-[(3-fluorobenzyl)oxy]phenyl}-5-(3-chloropropyl)-5H-pyrrolo[3,2-d]pyrimidin-4-amine), CNC.O1CCCC1 (dimethylamine tetrahydrofuran), CNC.O1CCCC1 (dimethylamine tetrahydrofuran), C(O)([O-])=O.[Na+] (sodium hydrogen carbonate), CNC.O1CCCC1 (dimethylamine tetrahydrofuran). Run at time 26 hour. The product is Cl.Cl.ClC=1C=C(C=CC1OCC1=CC(=CC=C1)F)NC=1C2=C(N=CN1)C=CN2CCCN(C)C (N-{3-chloro-4-[(3-fluorobenzyl)oxy]phenyl}-5-[3-(dimethylamino)propyl]-5H-pyrrolo[3,2-d]pyrimidin-4-amine dihydrochloride). As a reaction SMILES: [Cl:1][C:2]1[CH:3]=[C:4]([NH:17][C:18]2[C:19]3[N:26]([CH2:27][CH2:28][CH2:29]Cl)[CH:25]=[CH:24][C:20]=3[N:21]=[CH:22][N:23]=2)[CH:5]=[CH:6][C:7]=1[O:8][CH2:9][C:10]1[CH:15]=[CH:14][CH:13]=[C:12]([F:16])[CH:11]=1.C(=O)([O-])O.[Na+].[CH3:36][NH:37][CH3:38].O1CCCC1>>[ClH:1].[ClH:1].[Cl:1][C:2]1[CH:3]=[C:4]([NH:17][C:18]2[C:19]3[N:26]([CH2:27][CH2:28][CH2:29][N:37]([CH3:38])[CH3:36])[CH:25]=[CH:24][C:20]=3[N:21]=[CH:22][N:23]=2)[CH:5]=[CH:6][C:7]=1[O:8][CH2:9][C:10]1[CH:15]=[CH:14][CH:13]=[C:12]([F:16])[CH:11]=1 |f:1.2,3.4,5.6.7|. Reported procedure: N-{3-Chloro-4-[(3-fluorobenzyl)oxy]phenyl}-5-(3-chloropropyl)-5H-pyrrolo[3,2-d]pyrimidin-4-amine (560 mg) was dissolved in 2.0 M dimethylamine-tetrahydrofuran solution (5 mL), and the mixture was stirred at room temperature for 26 hrs. A 2.0 M dimethylamine-tetrahydrofuran solution (5 mL) was further added and the mixture was stirred at room temperature for 20 hrs. A 2.0 M dimethylamine-tetrahydrofuran solution (10 mL) was further added, and the mixture was stirred at room temperature for 24 hrs... The reactants are ( c ), C(#N)[BH3-].[Na+] (sodium cyanoborohydride), N (ammonia), ( d ), [Li] (lithium), [Na] (sodium), N (ammonia), C1NCCC2=CC=CC=C12 (tetrahydroisoquinoline), 1,2-dehydro, C1NCCC2=CC=CC=C12 (racemic tetrahydroisoquinoline), [BH4-].[Na+] (sodium borohydride). Product: C1NCCC2CC=CC=C12 (hexahydroisoquinoline). As a reaction SMILES: [CH2:1]1[C:10]2[C:5](=[CH:6][CH:7]=[CH:8][CH:9]=2)[CH2:4][CH2:3][NH:2]1.N.C([BH3-])#N.[Na+].[BH4-].[Na+].[Li].[Na]>>[CH2:1]1[C:10]2[CH:5]([CH2:6][CH:7]=[CH:8][CH:9]=2)[CH2:4][CH2:3][NH:2]1 |f:2.3,4.5,^1:17,18|. Procedure: heating a mixture of an amine compound of the formula 4 ##STR4## and pure acid compound, formula 5 R1 ? ? ##STR5## at 200° C. for about 2 hours under argon or other inert gas to obtain amide compound 6 of the following formula ##STR6## (b) contacting compound 6 with phosphorous oxychloride to produce the 1,2-dehydro derivative of compound 7 shown below: ##STR7## which need not be isolated; (c) neutralizing the 1,2-dehydro derivative of compound 7 with aqueous ammonia and reducing with sodium cya...